From a dataset of the Open Reaction Database (ORD), a public repository of structured organic reaction records. describe an organic reaction: reactants, conditions, products, and yield Starting materials: C1N2CN3CN1CN(C2)C3 (Hexamethylenetetraamine), BrCC(=O)C1=CC=CC=C1 (2-Bromoacetophenone), Cl (HCl). Solvent: C(Cl)(Cl)Cl (chloroform). Conditions: temperature 60 celsius, time 4 hour. Yields the product NCC(=O)C1=CC=CC=C1 (2-aminoacetophenone). Isolated yield 106.9%. As a reaction SMILES: Br[CH2:2][C:3]([C:5]1[CH:10]=[CH:9][CH:8]=[CH:7][CH:6]=1)=[O:4].C1N2CN3CN(C2)C[N:12]1C3.Cl>C(Cl)(Cl)Cl>[NH2:12][CH2:2][C:3]([C:5]1[CH:10]=[CH:9][CH:8]=[CH:7][CH:6]=1)=[O:4]. Procedure details: 2-Bromoacetophenone (18 g, 90 mmol) was dissolved in 900 m of chloroform. Hexamethylenetetraamine (13.87 g, 99 mmol) was added thereto and the reaction mixture was stirred at 60° C. for 4 hours. After stirring, the reaction mixture was cooled down to room temperature, filtered, and the collected precipitate was suspended in 180 m of ethanol. To the suspension thus obtained was added dropwise 90 m of conc. HCl, and the reaction mixture was stirred at room temperature for 18 hours. Then, the react... Reactants: N#Cc1cccc(N2C(=O)CC(=O)Nc3c2ccc2ccccc32)c1, CS(C)=O, [H-], CI, [Na+], O. Product: CN1C(=O)CC(=O)N(c2cccc(C#N)c2)c2ccc3ccccc3c21. As a reaction SMILES: [C:1](#[N:2])[c:3]1[cH:4][c:5]([N:9]2[c:10]3[c:11]([c:18]4[cH:19][cH:20][cH:21][cH:22][c:23]4[cH:24][cH:25]3)[NH:12][C:13](=[O:17])[CH2:14][C:15]2=[O:16])[cH:6][cH:7][cH:8]1.[CH3:31][S:32]([CH3:33])=[O:34].[H-:26].[I:28][CH3:29].[Na+:27].[OH2:30]>>[C:1](#[N:2])[c:3]1[cH:4][c:5]([N:9]2[c:10]3[c:11]([c:18]4[cH:19][cH:20][cH:21][cH:22][c:23]4[cH:24][cH:25]3)[N:12]([CH3:29])[C:13](=[O:17])[CH2:14][C:15]2=[O:16])[cH:6][cH:7][cH:8]1. Starting materials: COC1=CC=C(C=CC2=NC=C(C(=O)OC)C=C2)C=C1 (methyl 6-p-methoxystyrylnicotinate). Reagents/catalysts: [Ni] (Raney nickel). Run in O1CCCC1 (tetrahydrofuran). The product is COC1=CC=C(CCC2=NC=C(C(=O)OC)C=C2)C=C1 (methyl 6-p-methoxyphenethylnicotinate). Reaction SMILES: [CH3:1][O:2][C:3]1[CH:20]=[CH:19][C:6]([CH:7]=[CH:8][C:9]2[CH:18]=[CH:17][C:12]([C:13]([O:15][CH3:16])=[O:14])=[CH:11][N:10]=2)=[CH:5][CH:4]=1>O1CCCC1.[Ni]>[CH3:1][O:2][C:3]1[CH:4]=[CH:5][C:6]([CH2:7][CH2:8][C:9]2[CH:18]=[CH:17][C:12]([C:13]([O:15][CH3:16])=[O:14])=[CH:11][N:10]=2)=[CH:19][CH:20]=1. Reported procedure: The starting material was prepared by hydrogenating for 4 hours at ordinary pressure and room temperature methyl 6-p-methoxystyrylnicotinate (25 g.) in tetrahydrofuran (300 ml.) in the presence of Raney nickel (10 g.). After filtration and removal of the solvent in vacuo, the residue was crystallised from hexane (500 ml., with active carbon) to give methyl 6-p-methoxyphenethylnicotinate, m.p. 82° C. Reactants: O=c1c2ccccc2[nH]c(=S)n1Cc1ncc(C(F)(F)F)cc1Cl, Clc1ccc(CBr)cc1. Product: O=c1c2ccccc2nc(SCc2ccc(Cl)cc2)n1Cc1ncc(C(F)(F)F)cc1Cl. As a reaction SMILES: [Cl:1][c:2]1[c:3]([CH2:12][n:13]2[c:14](=[S:24])[nH:15][c:16]3[cH:17][cH:18][cH:19][cH:20][c:21]3[c:22]2=[O:23])[n:4][cH:5][c:6]([C:8]([F:9])([F:10])[F:11])[cH:7]1.[Cl:25][c:26]1[cH:27][cH:28][c:29]([CH2:30][Br:31])[cH:32][cH:33]1>>[Cl:1][c:2]1[c:3]([CH2:12][n:13]2[c:14]([S:24][CH2:30][c:29]3[cH:28][cH:27][c:26]([Cl:25])[cH:33][cH:32]3)[n:15][c:16]3[cH:17][cH:18][cH:19][cH:20][c:21]3[c:22]2=[O:23])[n:4][cH:5][c:6]([C:8]([F:9])([F:10])[F:11])[cH:7]1. Starting materials: ClCCCl, CC1CCCCN1, ClCCl, O, O=C(O)c1csc(-c2ccccc2)c1. The product is CC1CCCCN1C(=O)c1csc(-c2ccccc2)c1. Reaction SMILES: [CH2:15]([Cl:16])[CH2:17][Cl:18].[CH3:19][CH:20]1[NH:21][CH2:22][CH2:23][CH2:24][CH2:25]1.[Cl:27][CH2:28][Cl:29].[OH2:26].[c:1]1(-[c:7]2[cH:8][c:9]([C:12](=[O:13])[OH:14])[cH:10][s:11]2)[cH:2][cH:3][cH:4][cH:5][cH:6]1>>[c:1]1(-[c:7]2[cH:8][c:9]([C:12](=[O:14])[N:21]3[CH:20]([CH3:19])[CH2:25][CH2:24][CH2:23][CH2:22]3)[cH:10][s:11]2)[cH:2][cH:3][cH:4][cH:5][cH:6]1. The product is CC(C)(C)OC(=O)N1CCC2(CCC(N3CCC3)CC2)CC1. As a reaction SMILES: [C:24]([O:25][BH-:26]([O:27][C:28](=[O:29])[CH3:30])[O:31][C:32](=[O:33])[CH3:34])(=[O:35])[CH3:36].[C:38](=[O:39])([OH:40])[O-:41].[CH2:20]1[CH2:21][NH:22][CH2:23]1.[Cl:43][CH2:44][CH2:45][Cl:46].[Na+:37].[Na+:42].[O:1]=[C:2]1[CH2:3][CH2:4][C:5]2([CH2:6][CH2:7][N:8]([C:11](=[O:12])[O:13][C:14]([CH3:15])([CH3:16])[CH3:17])[CH2:9][CH2:10]2)[CH2:18][CH2:19]1>>[CH:2]1([N:22]2[CH2:21][CH2:20][CH2:23]2)[CH2:3][CH2:4][C:5]2([CH2:6][CH2:7][N:8]([C:11](=[O:12])[O:13][C:14]([CH3:15])([CH3:16])[CH3:17])[CH2:9][CH2:10]2)[CH2:18][CH2:19]1. Starting materials: CC(=O)O[BH-](OC(C)=O)OC(C)=O, O=C([O-])O, C1CNC1, ClCCCl, [Na+], [Na+], CC(C)(C)OC(=O)N1CCC2(CCC(=O)CC2)CC1.